The task is: describe an organic reaction: reactants, conditions, products, and yield. This data is from the Open Reaction Database (ORD), a public repository of structured organic reaction records. Reactants: ClCCCBr, CC(=O)c1ccc2[nH]c3ccccc3c2c1, [H-], [Na+], CN(C)C=O. Yields the product CC(=O)c1ccc2c(c1)c1ccccc1n2CCCCl. As a reaction SMILES: [Br:19][CH2:20][CH2:21][CH2:22][Cl:23].[C:1]([CH3:2])(=[O:3])[c:4]1[cH:5][cH:6][c:7]2[nH:8][c:9]3[cH:10][cH:11][cH:12][cH:13][c:14]3[c:15]2[cH:16]1.[H-:18].[Na+:17].[O:24]=[CH:25][N:26]([CH3:27])[CH3:28]>>[C:1]([CH3:2])(=[O:3])[c:4]1[cH:5][cH:6][c:7]2[n:8]([CH2:20][CH2:21][CH2:22][Cl:23])[c:9]3[cH:10][cH:11][cH:12][cH:13][c:14]3[c:15]2[cH:16]1. Starting materials: CC1(CCOCC1)C(=O)O (4-methyltetrahydro-2H-pyran-4-carboxylic acid), C=1C=CC2=C(C1)N=NN2O (HOBt), C(CCl)Cl (EDC). As a reaction SMILES: [CH3:1][C:2]1([C:8]([OH:10])=O)[CH2:7][CH2:6][O:5][CH2:4][CH2:3]1.C1C=CC2N(O)N=[N:17]C=2C=1.C(Cl)CCl>CC#N.[NH4+].[OH-]>[CH3:1][C:2]1([C:8]([NH2:17])=[O:10])[CH2:7][CH2:6][O:5][CH2:4][CH2:3]1 |f:4.5|. Yields the product CC1(CCOCC1)C(=O)N (4-methyltetrahydro-2H-pyran-4-carboxamide). Procedure details: A mixture of 4-methyltetrahydro-2H-pyran-4-carboxylic acid (2.60 g, 18.0 mmol), HOBt (2.76 g, 18.0 mmol) and EDC (4.49 g, 23.4 mmol) in MeCN (75 mL) was stirred at RT for 3 h, treated with NH4OH (˜15M, 7 mL, −105 mmol) and stirred at RT overnight. The mixture was concentrated to dryness, and the residue was partitioned between satd. Brine (40 mL) and DCM (100 mL). The aqueous was extracted with THF (50 mL) and DCM (5×30 mL). The combined organics were washed with 10% aq K2CO3 (50 mL), dried over... Reagents/catalysts: [NH4+].[OH-] (NH4OH). Isolated yield 71.0%. Run in CC#N (MeCN). Reaction conditions: time 3 hour. Starting materials: CCOC(=O)CBr, CC(=O)CC(=O)CC(C)C, [H-], [Na+], C1CCOC1. The product is CCOC(=O)CC(C(C)=O)C(=O)CC(C)C. Reaction SMILES: [CH2:13]([CH3:14])[O:15][C:16]([CH2:17][Br:18])=[O:19].[CH3:1][CH:2]([CH2:3][C:4]([CH2:5][C:6]([CH3:7])=[O:8])=[O:9])[CH3:10].[H-:11].[Na+:12].[O:20]1[CH2:21][CH2:22][CH2:23][CH2:24]1>>[CH3:1][CH:2]([CH2:3][C:4]([CH:5]([C:6]([CH3:7])=[O:8])[CH2:17][C:16]([O:15][CH2:13][CH3:14])=[O:19])=[O:9])[CH3:10]. Starting materials: CC(C)(C)O, CC(C)CC(=O)c1cnccn1, c1ccccc1. Yields the product CC1(C)CC1(O)c1cnccn1. Reaction SMILES: [CH3:13][C:14]([OH:15])([CH3:16])[CH3:17].[CH3:1][CH:2]([CH2:3][C:4](=[O:5])[c:6]1[n:7][cH:8][cH:9][n:10][cH:11]1)[CH3:12].[cH:18]1[cH:19][cH:20][cH:21][cH:22][cH:23]1>>[CH3:1][C:2]1([CH3:12])[CH2:3][C:4]1([OH:5])[c:6]1[n:7][cH:8][cH:9][n:10][cH:11]1. Starting materials: O(C1=CC=CC=C1)C1=CC=C(C=C1)OC(=O)N1CCC(CC1)OC(=O)NCCCCCCO (4-[[[(6-Hydroxyhexyl)amino]-carbonyl]oxy]-1-piperidinecarboxylic acid 4-phenoxyphenyl ester), N1=CC=CC=C1 (pyridine), ClC(=O)OC1=CC=C(C=C1)[N+](=O)[O-] (4-nitrophenyl chloroformate). Run in C(Cl)Cl (methylene chloride), C(Cl)Cl (methylene chloride). Conditions: time 2 hour. Product: O(C1=CC=CC=C1)C1=CC=C(C=C1)OC(=O)N1CCC(CC1)OC(NCCCCCCOC(=O)OC1=CC=C(C=C1)[N+](=O)[O-])=O (4-[6-(4-Nitro-phenoxycarbonyloxy)-hexylcarbamoyloxy]-piperidine-1-carboxylic acid 4-phenoxyphenyl ester). The yield is 100.4%. RXN SMILES: [O:1]([C:8]1[CH:13]=[CH:12][C:11]([O:14][C:15]([N:17]2[CH2:22][CH2:21][CH:20]([O:23][C:24]([NH:26][CH2:27][CH2:28][CH2:29][CH2:30][CH2:31][CH2:32][OH:33])=[O:25])[CH2:19][CH2:18]2)=[O:16])=[CH:10][CH:9]=1)[C:2]1[CH:7]=[CH:6][CH:5]=[CH:4][CH:3]=1.N1C=CC=CC=1.Cl[C:41]([O:43][C:44]1[CH:49]=[CH:48][C:47]([N+:50]([O-:52])=[O:51])=[CH:46][CH:45]=1)=[O:42]>C(Cl)Cl>[O:1]([C:8]1[CH:13]=[CH:12][C:11]([O:14][C:15]([N:17]2[CH2:22][CH2:21][CH:20]([O:23][C:24](=[O:25])[NH:26][CH2:27][CH2:28][CH2:29][CH2:30][CH2:31][CH2:32][O:33][C:41]([O:43][C:44]3[CH:45]=[CH:46][C:47]([N+:50]([O-:52])=[O:51])=[CH:48][CH:49]=3)=[O:42])[CH2:19][CH2:18]2)=[O:16])=[CH:10][CH:9]=1)[C:2]1[CH:3]=[CH:4][CH:5]=[CH:6][CH:7]=1. Procedure details: A solution of the alcohol (40.0 g, 88 mmol) produced in Example 4 and pyridine (7.1 ml, 88 mmol) in 300 ml of methylene chloride was added under nitrogen dropwise over one hour to a solution of 4-nitrophenyl chloroformate (17.7 g, 88 mmol) in 300 ml of methylene chloride at ice bath temperature. The reaction was stirred at ice bath temperature for two hours and overnight at room temperature. The reaction was extracted one time with 1N HCl, multiple times with saturated Na2CO3, dried (MgSO4) and ...